Dataset: the Open Reaction Database (ORD), a public repository of structured organic reaction records. Task: describe an organic reaction: reactants, conditions, products, and yield The reactants are BrCCc1ccccc1, O=C([O-])[O-], CN(C)C=O, [Cs+], [Cs+], CC(C)CN(C(=O)c1nc2ccccc2[nH]1)C1CC(C(=O)N2CCOCC2)CN(C(=O)OC(C)(C)C)C1. Product: CC(C)CN(C(=O)c1nc2ccccc2n1CCc1ccccc1)C1CC(C(=O)N2CCOCC2)CN(C(=O)OC(C)(C)C)C1. RXN SMILES: [Br:38][CH2:39][CH2:40][c:41]1[cH:42][cH:43][cH:44][cH:45][cH:46]1.[C:47](=[O:48])([O-:49])[O-:50].[CH3:53][N:54]([CH3:55])[CH:56]=[O:57].[Cs+:51].[Cs+:52].[nH:1]1[c:2]([C:10](=[O:11])[N:12]([CH:13]2[CH2:14][N:15]([C:27](=[O:28])[O:29][C:30]([CH3:31])([CH3:32])[CH3:33])[CH2:16][CH:17]([C:19](=[O:20])[N:21]3[CH2:22][CH2:23][O:24][CH2:25][CH2:26]3)[CH2:18]2)[CH2:34][CH:35]([CH3:36])[CH3:37])[n:3][c:4]2[c:5]1[cH:6][cH:7][cH:8][cH:9]2>>[n:1]1[c:2]([C:10](=[O:11])[N:12]([CH:13]2[CH2:14][N:15]([C:27](=[O:28])[O:29][C:30]([CH3:31])([CH3:32])[CH3:33])[CH2:16][CH:17]([C:19](=[O:20])[N:21]3[CH2:22][CH2:23][O:24][CH2:25][CH2:26]3)[CH2:18]2)[CH2:34][CH:35]([CH3:36])[CH3:37])[n:3]([CH2:39][CH2:40][c:41]2[cH:42][cH:43][cH:44][cH:45][cH:46]2)[c:4]2[c:5]1[cH:6][cH:7][cH:8][cH:9]2. Run in CCOCC (ether), [OH-].[Na+].CCOCC (NaOH ether). Procedure: 0.13 Gram (1.85 mmol) propiolic acid is dissolved in 20 ml ether, under nitrogen, and the solution is cooled to -70°. 3.3 Milliliters of 1.1 M t-butyllithium (3.63 mmol) is added over a period of 1 hr, and the mixture is stirred for an additional hour at -60°. HMPA (10 ml) is added, followed by 0.32 g (1.96 mmol) 1-bromo-4-methyl-4-pentene (prepared as in either Example 1 or Example 3), keeping the solution cold. After 24 hr, the mixture is heated to 40°-45°. After 3 days, the reaction is worked... Reactants: C(C)(C)(C)[Li] (t-butyllithium), BrCCCC(=C)C (1-bromo-4-methyl-4-pentene), C(C#C)(=O)O (propiolic acid), CN(C)P(=O)(N(C)C)N(C)C (HMPA). As a reaction SMILES: [C:1]([OH:5])(=[O:4])[C:2]#[CH:3].C([Li])(C)(C)C.CN(P(N(C)C)(N(C)C)=O)C.Br[CH2:23][CH2:24][CH2:25][C:26]([CH3:28])=[CH2:27]>CCOCC.[OH-].[Na+].CCOCC>[CH3:28][C:26](=[CH2:27])[CH2:25][CH2:24][CH2:23][C:3]#[C:2][C:1]([OH:5])=[O:4] |f:5.6.7|. Reaction conditions: time 24 hour. Yields the product CC(CCCC#CC(=O)O)=C (7-methyl-7-octen-2-ynoic acid). Starting materials: Cc1cc(COCC23Cc4cnn(-c5ccc(F)cc5)c4C=C2CCN(S(=O)(=O)c2ccc(Cl)nc2)C3)no1, FC1CCNC1. Yields the product Cc1cc(COCC23Cc4cnn(-c5ccc(F)cc5)c4C=C2CCN(S(=O)(=O)c2ccc(N4CCC(F)C4)nc2)C3)no1. As a reaction SMILES: [Cl:1][c:2]1[cH:3][cH:4][c:5]([S:8](=[O:9])(=[O:10])[N:11]2[CH2:12][C:13]3([CH2:31][O:32][CH2:33][c:34]4[n:35][o:36][c:37]([CH3:39])[cH:38]4)[CH2:14][c:15]4[c:16]([n:21](-[c:24]5[cH:25][cH:26][c:27]([F:30])[cH:28][cH:29]5)[n:22][cH:23]4)[CH:17]=[C:18]3[CH2:19][CH2:20]2)[cH:6][n:7]1.[F:40][CH:41]1[CH2:42][NH:43][CH2:44][CH2:45]1>>[c:2]1([N:43]2[CH2:42][CH:41]([F:40])[CH2:45][CH2:44]2)[cH:3][cH:4][c:5]([S:8](=[O:9])(=[O:10])[N:11]2[CH2:12][C:13]3([CH2:31][O:32][CH2:33][c:34]4[n:35][o:36][c:37]([CH3:39])[cH:38]4)[CH2:14][c:15]4[c:16]([n:21](-[c:24]5[cH:25][cH:26][c:27]([F:30])[cH:28][cH:29]5)[n:22][cH:23]4)[CH:17]=[C:18]3[CH2:19][CH2:20]2)[cH:6][n:7]1. Reactants: COc1ccc2ncc(=O)n(CCN3CCC(N(C(=O)[O-])C(C)(C)C)CC3)c2c1, ClCCl, NC1CCN(CCn2c(=O)cnc3ccc(F)cc32)CC1, O=C(O)C(F)(F)F. Product: COc1ccc2ncc(=O)n(CCN3CCC(N)CC3)c2c1. RXN SMILES: [C:1]([N:5]([C:2](=[O:3])[O-:4])[CH:9]1[CH2:10][CH2:11][N:12]([CH2:15][CH2:16][n:17]2[c:18](=[O:29])[cH:19][n:20][c:21]3[cH:22][cH:23][c:24]([O:27][CH3:28])[cH:25][c:26]23)[CH2:13][CH2:14]1)([CH3:6])([CH3:7])[CH3:8].[Cl:58][CH2:59][Cl:60].[NH2:37][CH:38]1[CH2:39][CH2:40][N:41]([CH2:42][CH2:43][n:44]2[c:45]3[c:46]([cH:47][cH:48][c:49]([F:50])[cH:51]3)[n:52][cH:53][c:54]2=[O:55])[CH2:56][CH2:57]1.[OH:30][C:31]([C:32]([F:33])([F:34])[F:35])=[O:36]>>[NH2:5][CH:9]1[CH2:10][CH2:11][N:12]([CH2:15][CH2:16][n:17]2[c:18](=[O:29])[cH:19][n:20][c:21]3[cH:22][cH:23][c:24]([O:27][CH3:28])[cH:25][c:26]23)[CH2:13][CH2:14]1. Starting materials: FC=1C=C(C=CC1)C1=NN2C(C=C(C=C2)NC(=O)C2=C(C=NN2C)C(=O)O)=N1 (5-(2-(3-fluorophenyl)-[1,2,4]triazolo[1,5-a]pyridin-7-ylcarbamoyl)-1-methyl-1H-pyrazole-4-carboxylic acid), CN1CCNCC1 (1-methylpiperazine). Yields the product FC=1C=C(C=CC1)C1=NN2C(C=C(C=C2)NC(=O)C=2N(N=CC2C(=O)N2CCN(CC2)C)C)=N1 (2-methyl-4-(4-methyl-piperazine-1-carbonyl)-2H-pyrazole-3-carboxylic acid [2-(3-fluoro-phenyl)-[1,2,4]triazolo[1,5-a]pyridin-7-yl]-amide). Yield: 47.9%. RXN SMILES: [F:1][C:2]1[CH:3]=[C:4]([C:8]2[N:28]=[C:11]3[CH:12]=[C:13]([NH:16][C:17]([C:19]4[N:23]([CH3:24])[N:22]=[CH:21][C:20]=4[C:25](O)=[O:26])=[O:18])[CH:14]=[CH:15][N:10]3[N:9]=2)[CH:5]=[CH:6][CH:7]=1.[CH3:29][N:30]1[CH2:35][CH2:34][NH:33][CH2:32][CH2:31]1>>[F:1][C:2]1[CH:3]=[C:4]([C:8]2[N:28]=[C:11]3[CH:12]=[C:13]([NH:16][C:17]([C:19]4[N:23]([CH3:24])[N:22]=[CH:21][C:20]=4[C:25]([N:33]4[CH2:34][CH2:35][N:30]([CH3:29])[CH2:31][CH2:32]4)=[O:26])=[O:18])[CH:14]=[CH:15][N:10]3[N:9]=2)[CH:5]=[CH:6][CH:7]=1. Procedure: The product was prepared in the same manner as described in example 3 using 5-(2-(3-fluorophenyl)-[1,2,4]triazolo[1,5-a]pyridin-7-ylcarbamoyl)-1-methyl-1H-pyrazole-4-carboxylic acid (60 mg, 158 μmol) and 1-methylpiperazine (52.6 μl, 473 μmol) as starting materials. The reaction affords 2-methyl-4-(4-methyl-piperazine-1-carbonyl)-2H-pyrazole-3-carboxylic acid [2-(3-fluoro-phenyl)-[1,2,4]triazolo[1,5-a]pyridin-7-yl]-amide (35 mg, 48%) as light grey solid. mp.: 224-227° C., MS: m/z=263.0 (M+H+). Starting materials: C1CCOC1, CO, COC(=O)c1ccc(-n2cnc(-c3c(-c4ccc(F)cc4)nnn3C)c2)cc1, [Li+], [OH-], O, O. Product: Cn1nnc(-c2ccc(F)cc2)c1-c1cn(-c2ccc(C(=O)O)cc2)cn1. As a reaction SMILES: [CH2:33]1[O:34][CH2:35][CH2:36][CH2:37]1.[CH3:38][OH:39].[CH3:4][O:5][C:6]([c:7]1[cH:8][cH:9][c:10](-[n:13]2[cH:14][n:15][c:16](-[c:18]3[n:19]([CH3:30])[n:20][n:21][c:22]3-[c:23]3[cH:24][cH:25][c:26]([F:29])[cH:27][cH:28]3)[cH:17]2)[cH:11][cH:12]1)=[O:31].[Li+:3].[OH-:2].[OH2:1].[OH2:32]>>[O:5]=[C:6]([c:7]1[cH:8][cH:9][c:10](-[n:13]2[cH:14][n:15][c:16](-[c:18]3[n:19]([CH3:30])[n:20][n:21][c:22]3-[c:23]3[cH:24][cH:25][c:26]([F:29])[cH:27][cH:28]3)[cH:17]2)[cH:11][cH:12]1)[OH:31]. Reactants: Cl.CN(CCS)C (2-Dimethylaminoethanethiol hydrochloride), [H-].[Na+] (sodium hydride), [N+](=O)([O-])C1=CC=C(O1)C=O (5-nitro-2-furancarboxaldehyde). Run in CS(=O)C (DMSO). Run at time 30 minute. Product: CN(CCSC1=CC=C(O1)C=O)C (5-(2-dimethylaminoethylthio)-2-furancarboxaldehyde). As a reaction SMILES: Cl.[CH3:2][N:3]([CH3:7])[CH2:4][CH2:5][SH:6].[H-].[Na+].[N+]([C:13]1[O:17][C:16]([CH:18]=[O:19])=[CH:15][CH:14]=1)([O-])=O>CS(C)=O>[CH3:2][N:3]([CH3:7])[CH2:4][CH2:5][S:6][C:13]1[O:17][C:16]([CH:18]=[O:19])=[CH:15][CH:14]=1 |f:0.1,2.3|. Procedure details: 2-Dimethylaminoethanethiol hydrochloride was suspended in dry DMSO and sodium hydride was added. The reaction mixture was left stirring for 40 minutes before 5-nitro-2-furancarboxaldehyde was added. The reaction mixture was allowed to stir for 30 minutes at room temperature, to give the title compound. This is the starting aldehyde used in the synthesis of compound 5253.